Dataset: the Open Reaction Database (ORD), a public repository of structured organic reaction records. Task: describe an organic reaction: reactants, conditions, products, and yield Reactants: C1(CCCCC1)C=1C=2C=CC(=CC2N2C1C1=C(CC(C2)C(=O)NC2CCOCC2)C=C(C=C1)OC)C(=O)OC (Methyl 13-cyclohexyl-3-(methyloxy)-6-((tetrahydro-2H-pyran-4-ylamino)carbonyl)-6,7-dihydro-5H-indolo[2,1-a][2]benzazepine-10-carboxylate), Solvent B, CNC(=O)N (N-methyl urea), CI (MeI), [H-].[Na+] (NaH). The solvent is CO (MeOH), CO.C(Cl)Cl (MeOH CH2Cl2), CO (MeOH), CN(C)C=O (DMF). The product is C1(CCCCC1)C=1C=2C=CC(=CC2N2C1C1=C(CC(C2)C(=O)N(C2CCOCC2)C)C=C(C=C1)OC)C(=O)O (13-Cyclohexyl-3-(methyloxy)-6-((methyl(tetrahydro-2H-pyran-4-yl)amino)carbonyl)-6,7-dihydro-5H-indolo[2,1-a][2]benzazepine-10-carboxylic acid). As a reaction SMILES: [CH:1]1([C:7]2[C:8]3[CH:9]=[CH:10][C:11]([C:36]([O:38]C)=[O:37])=[CH:12][C:13]=3[N:14]3[CH2:20][CH:19]([C:21]([NH:23][CH:24]4[CH2:29][CH2:28][O:27][CH2:26][CH2:25]4)=[O:22])[CH2:18][C:17]4[CH:30]=[C:31]([O:34][CH3:35])[CH:32]=[CH:33][C:16]=4[C:15]=23)[CH2:6][CH2:5][CH2:4][CH2:3][CH2:2]1.CI.[H-].[Na+].[CH3:44]NC(N)=O>CN(C=O)C.CO.CO.C(Cl)Cl>[CH:1]1([C:7]2[C:8]3[CH:9]=[CH:10][C:11]([C:36]([OH:38])=[O:37])=[CH:12][C:13]=3[N:14]3[CH2:20][CH:19]([C:21]([N:23]([CH3:44])[CH:24]4[CH2:25][CH2:26][O:27][CH2:28][CH2:29]4)=[O:22])[CH2:18][C:17]4[CH:30]=[C:31]([O:34][CH3:35])[CH:32]=[CH:33][C:16]=4[C:15]=23)[CH2:2][CH2:3][CH2:4][CH2:5][CH2:6]1 |f:2.3,7.8|. Procedure details: Prepared from Methyl 13-cyclohexyl-3-(methyloxy)-6-((tetrahydro-2H-pyran-4-ylamino)carbonyl)-6,7-dihydro-5H-indolo[2,1-a][2]benzazepine-10-carboxylate by methylation using MeI and NaH in DMF in a similar manner as described before; Analytical thin layer chromatography (5% MeOH/CH2Cl2) Rf=0.30; Analytical HPLC method: Solvent A=10% MeOH-90% H2O-0.1% TFA, Solvent B=90% MeOH-10% H2O-0.1% TFA, Start % B=0, Final % B=100, Gradient time=2 min, Flow Rate=5 ml/min, Column: Xterra MS C18 S7 3.0×50 mm; LC... Reactants: ice water, N,N-dicyclohexylcarbodiimide, ON1C(CCC1=O)=O (N-hydroxysuccinimide), C(C=C)(=O)O (acrylic acid). The solvent is C(Cl)(Cl)Cl (chloroform), C(Cl)(Cl)Cl (chloroform). The product is C(C=C)(=O)ON1C(CCC1=O)=O (N-acryloyloxysuccinimide). The yield is 68.6%. Reaction SMILES: [OH:1][N:2]1[C:6](=[O:7])[CH2:5][CH2:4][C:3]1=[O:8].[C:9](O)(=[O:12])[CH:10]=[CH2:11]>C(Cl)(Cl)Cl>[C:9]([O:1][N:2]1[C:6](=[O:7])[CH2:5][CH2:4][C:3]1=[O:8])(=[O:12])[CH:10]=[CH2:11]. Procedure: To a mixture of 400 ml of chloroform, 115 g of N-hydroxysuccinimide and 72 g of acrylic acid in a reaction vessel, 206 g of N,N-dicyclohexylcarbodiimide dissolved in 100 ml of chloroform was added dropwise over a period of 2 hours under cooling with ice water. Following a 2-hour stirring at room temperature, the precipitate was filtered off and the filtrate concentrated at low temperature for crystallization. The resulting crystals were filled to give 116 g of N-acryloyloxysuccinimide (mp=61°-62... Starting materials: O=C([O-])O, CC(C)(C#N)c1cccc(C(=O)Cl)c1, Cc1ccc(O)cc1N, [Na+], C1CCOC1. Yields the product Cc1ccc(O)cc1NC(=O)c1cccc(C(C)(C)C#N)c1. Reaction SMILES: [C:10](=[O:11])([O-:12])[OH:13].[C:15](#[N:16])[C:17]([CH3:18])([CH3:19])[c:20]1[cH:21][c:22]([C:23](=[O:24])[Cl:25])[cH:26][cH:27][cH:28]1.[NH2:1][c:2]1[cH:3][c:4]([OH:9])[cH:5][cH:6][c:7]1[CH3:8].[Na+:14].[O:29]1[CH2:30][CH2:31][CH2:32][CH2:33]1>>[NH:1]([c:2]1[cH:3][c:4]([OH:9])[cH:5][cH:6][c:7]1[CH3:8])[C:23]([c:22]1[cH:21][c:20]([C:17]([C:15]#[N:16])([CH3:18])[CH3:19])[cH:28][cH:27][cH:26]1)=[O:24]. The reactants are F, O=N[O-], Nc1ccc2c(c1)C(=O)CCC2, [Na+], c1ccncc1, c1ccncc1. Yields the product O=C1CCCc2ccc(F)cc21. RXN SMILES: [FH:7].[N:20]([O-:21])=[O:22].[NH2:8][c:9]1[cH:10][cH:11][c:12]2[c:17]([cH:18]1)[C:16](=[O:19])[CH2:15][CH2:14][CH2:13]2.[Na+:23].[cH:24]1[cH:25][cH:26][n:27][cH:28][cH:29]1.[n:1]1[cH:2][cH:3][cH:4][cH:5][cH:6]1>>[F:7][c:9]1[cH:10][cH:11][c:12]2[c:17]([cH:18]1)[C:16](=[O:19])[CH2:15][CH2:14][CH2:13]2. Product: BrC1=CC=C(C=C1)NC(C1=C(C=CC=C1)O)=O (N-(4-bromophenyl)-2-hydroxybenzamide). Procedure details: This compound was obtained as a white solid starting from acetylsalicyclic acid and 4-bromoaniline using the same procedure described in example 5. RXN SMILES: C([O:4][C:5]1[C:6](=[CH:10][CH:11]=[CH:12][CH:13]=1)[C:7]([OH:9])=O)(=O)C.[Br:14][C:15]1[CH:21]=[CH:20][C:18]([NH2:19])=[CH:17][CH:16]=1>>[Br:14][C:15]1[CH:21]=[CH:20][C:18]([NH:19][C:7](=[O:9])[C:6]2[CH:10]=[CH:11][CH:12]=[CH:13][C:5]=2[OH:4])=[CH:17][CH:16]=1. The reactants are C(C)(=O)OC=1C(C(=O)O)=CC=CC1 (acetylsalicyclic acid), BrC1=CC=C(N)C=C1 (4-bromoaniline). The reactants are CC#N, C1COC2CNCC2N1, CC(CF)(CF)n1cc(C(=O)O)c(=O)c2cc(F)c(F)cc21, C1CN2CCN1CC2. Yields the product CC(CF)(CF)n1cc(C(=O)O)c(=O)c2cc(F)c(N3CC4NCCOC4C3)cc21. As a reaction SMILES: [CH3:40][C:41]#[N:42].[CH:23]12[O:24][CH2:25][CH2:26][NH:27][CH:28]1[CH2:29][NH:30][CH2:31]2.[F:1][CH2:2][C:3]([CH2:4][F:5])([CH3:6])[n:7]1[cH:8][c:9]([C:20](=[O:21])[OH:22])[c:10](=[O:19])[c:11]2[cH:12][c:13]([F:18])[c:14]([F:17])[cH:15][c:16]12.[N:32]12[CH2:33][CH2:34][N:35]([CH2:36][CH2:37]1)[CH2:38][CH2:39]2>>[F:1][CH2:2][C:3]([CH2:4][F:5])([CH3:6])[n:7]1[cH:8][c:9]([C:20](=[O:21])[OH:22])[c:10](=[O:19])[c:11]2[cH:12][c:13]([F:18])[c:14]([N:30]3[CH2:29][CH:28]4[CH:23]([O:24][CH2:25][CH2:26][NH:27]4)[CH2:31]3)[cH:15][c:16]12. Reactants: ice water, [K] (potassium), C(C)OC(=O)C=1C=NN(C1S(=O)(=O)NC(=S)NC1=NC(=CC(=N1)OC)OC)C (N-(4-ethoxycarbonyl-1-methyl-5-pyrazolesulfonyl)-N'-(4,6-dimethoxy-2-pyrimidinyl)thiourea), BrBr (bromine). The solvent is N1=CC=CC=C1 (pyridine). Reaction conditions: time 2 hour. Yields the product COC1=NC=2N(C(=C1)OC)SC(N2)=NS(=O)(=O)C2=C(C=NN2C)C(=O)OCC (5,7-Dimethoxy-2-(4-ethoxycarbonyl-1-methyl-5-pyrazolesulfonyl)imino-2H-1,2,4-thiadiazolo[2,3-a]pyrimidine). As a reaction SMILES: [K].[CH2:2]([O:4][C:5]([C:7]1[CH:8]=[N:9][N:10]([CH3:29])[C:11]=1[S:12]([NH:15][C:16]([NH:18][C:19]1[N:24]=[C:23]([O:25][CH3:26])[CH:22]=[C:21]([O:27][CH3:28])[N:20]=1)=[S:17])(=[O:14])=[O:13])=[O:6])[CH3:3].BrBr>N1C=CC=CC=1>[CH3:26][O:25][C:23]1[CH:22]=[C:21]([O:27][CH3:28])[N:20]2[S:17][C:16](=[N:15][S:12]([C:11]3[N:10]([CH3:29])[N:9]=[CH:8][C:7]=3[C:5]([O:4][CH2:2][CH3:3])=[O:6])(=[O:13])=[O:14])[N:18]=[C:19]2[N:24]=1 |^1:0|. Procedure details: 0 g of potassium salt of N-(4-ethoxycarbonyl-1-methyl-5-pyrazolesulfonyl)-N'-(4,6-dimethoxy-2-pyrimidinyl)thiourea (acetonitrile-solvate product) is dissolved in 20 ml of pyridine, and to the solution is added dropwise 0.37 g of bromine while cooling at -6° C. to -8° C. The reaction mixture is stirred at the same temperature for 2 hours, and poured into 100 ml of ice water. The resulting crystals are filtered, washed with water, and recrystallized from acetonitrile to give 0.5 g of the title com... The reactants are C(=O)(O)COC1=CC2=C(SC(=C2)S(=O)(=O)N)C=C1 (5-(carboxymethoxy)benzo[b]thiophene-2-sulfonamide), C(C)O (ethanol). The solvent is S(O)(O)(=O)=O (sulfuric acid). Run at time 5 hour. Product: C(=O)(OCC)COC1=CC2=C(SC(=C2)S(N)(=O)=O)C=C1 (5-(Carboethoxymethoxy)-2-sulfamoylbenzo[b]thiophene). Yield: 87.0%. As a reaction SMILES: [C:1]([CH2:4][O:5][C:6]1[CH:18]=[CH:17][C:9]2[S:10][C:11]([S:13]([NH2:16])(=[O:15])=[O:14])=[CH:12][C:8]=2[CH:7]=1)([OH:3])=[O:2].[CH2:19](O)[CH3:20]>S(=O)(=O)(O)O>[C:1]([CH2:4][O:5][C:6]1[CH:18]=[CH:17][C:9]2[S:10][C:11]([S:13](=[O:15])(=[O:14])[NH2:16])=[CH:12][C:8]=2[CH:7]=1)([O:3][CH2:19][CH3:20])=[O:2]. Procedure: A mixture of 5-(carboxymethoxy)benzo[b]thiophene-2-sulfonamide (1.50 g, 0.0052 m) in ethanol (15 ml) and concentrated sulfuric acid (3 ml) was refluxed with stirring for 5 hours. Ethanol was evaporated under reduced pressure, the residue was treated with H2O (25 ml) and extracted with ethyl acetate (50 ml and 2×25 ml). The combined extracts were washed with H2O, saturated sodium bicarbonate solution (2×25 ml), and three times with H2O. After drying over Na2SO4, the solvent was evaporated under r... Starting materials: C(C)(=O)OC1CC2=CC[C@H]3[C@@H]4CCC([C@@]4(C)CC[C@@H]3[C@]2(CC1)C)=O (3-acetoxy-androst-5-en-17-one), [BH4-].[Na+] (sodium borohydride). Solvent: O (water), CCO (EtOH). Yields the product C(C)(=O)OC1CC2=CC[C@H]3[C@@H]4CCC([C@@]4(C)CC[C@@H]3[C@]2(CC1)C)O (3-Acetoxy-Androst-5-en-17-ol). Reaction SMILES: [C:1]([O:4][CH:5]1[CH2:22][CH2:21][C@@:20]2([CH3:23])[C:7](=[CH:8][CH2:9][C@@H:10]3[C@@H:19]2[CH2:18][CH2:17][C@@:15]2([CH3:16])[C@H:11]3[CH2:12][CH2:13][C:14]2=[O:24])[CH2:6]1)(=[O:3])[CH3:2].[BH4-].[Na+]>CCO.O>[C:1]([O:4][CH:5]1[CH2:22][CH2:21][C@@:20]2([CH3:23])[C:7](=[CH:8][CH2:9][C@@H:10]3[C@@H:19]2[CH2:18][CH2:17][C@@:15]2([CH3:16])[C@H:11]3[CH2:12][CH2:13][CH:14]2[OH:24])[CH2:6]1)(=[O:3])[CH3:2] |f:1.2|. Procedure: To a solution of 100 mg. (0.303 mmol) of 3-acetoxy-androst-5-en-17-one in 3 ml EtOH at -10° C., was added 22.9 mg (0.606 mmol) of sodium borohydride with stirring. After the reaction mixture was stirred for one and 1/2 hours, the mixture was diluted with 10 ml water, the ethanol solvent removed under vacuum, and the residue extracted with ethyl acetate. The organic layer was washed with aqueous Na2CO3, brine, dried over sodium sulfate and concentrated to leave a residue of crude title compound. ... The product is C(C)(=O)NC=1C=C(C=CC1)N(C(NC=1SC(=CN1)SCC(=O)O)=O)CCC1=CC=CC=C1 ({2-[3-(3-Acetylamino-phenyl)-3-phenethyl-ureido]-thiazol-5-ylsulfanyl}-acetic acid). Reaction SMILES: C([O:3][C:4](=[O:34])[CH2:5][S:6][C:7]1[S:11][C:10]([NH:12][C:13]([N:15]([C:24]2[CH:29]=[CH:28][CH:27]=[C:26]([NH:30][C:31](=[O:33])[CH3:32])[CH:25]=2)[CH2:16][CH2:17][C:18]2[CH:23]=[CH:22][CH:21]=[CH:20][CH:19]=2)=[O:14])=[N:9][CH:8]=1)C.C1(CN(C2C=CC(S(C)(=O)=O)=CC=2)C(=O)NC2SC=C(CC(O)=O)N=2)CCCC1.C(NC1C=C(NCCC2C=CC=CC=2)C=CC=1)(=O)C.C(OC(=O)CSC1SC(N)=NC=1)C>>[C:31]([NH:30][C:26]1[CH:25]=[C:24]([N:15]([CH2:16][CH2:17][C:18]2[CH:19]=[CH:20][CH:21]=[CH:22][CH:23]=2)[C:13](=[O:14])[NH:12][C:10]2[S:11][C:7]([S:6][CH2:5][C:4]([OH:34])=[O:3])=[CH:8][N:9]=2)[CH:29]=[CH:28][CH:27]=1)(=[O:33])[CH3:32]. Reported procedure: The title compound was prepared via {2-[3-(3-acetylamino-phenyl)-3-phenethyl-ureido]-thiazol-5-ylsulfanyl}-acetic acid ethyl ester in a similar manner as described for the synthesis of {2-[3-cyclopentylmethyl-3-(4-methanesulfonyl-phenyl)-ureido]-thiazol-4-yl}-acetic acid, using (3-acetylamino-phenyl)-phenethylamine and (2-amino-thiazol-5-ylsulfanyl)acetic acid ethyl ester. Starting materials: C(C)OC(CSC1=CN=C(S1)NC(=O)N(CCC1=CC=CC=C1)C1=CC(=CC=C1)NC(C)=O)=O ({2-[3-(3-acetylamino-phenyl)-3-phenethyl-ureido]-thiazol-5-ylsulfanyl}-acetic acid ethyl ester), C(C)OC(CSC1=CN=C(S1)N)=O ((2-amino-thiazol-5-ylsulfanyl)acetic acid ethyl ester), C1(CCCC1)CN(C(NC=1SC=C(N1)CC(=O)O)=O)C1=CC=C(C=C1)S(=O)(=O)C ({2-[3-cyclopentylmethyl-3-(4-methanesulfonyl-phenyl)-ureido]-thiazol-4-yl}-acetic acid), C(C)(=O)NC=1C=C(C=CC1)NCCC1=CC=CC=C1 ((3-acetylamino-phenyl)-phenethylamine).